This data is from the Open Reaction Database (ORD), a public repository of structured organic reaction records. The task is: describe an organic reaction: reactants, conditions, products, and yield Reactants: C1CCOC1, N#Cc1cnc2ccc(I)cc2c1Cl, [KH], OC1CCOCC1. Yields the product N#Cc1cnc2ccc(I)cc2c1OC1CCOCC1. As a reaction SMILES: [CH2:23]1[O:24][CH2:25][CH2:26][CH2:27]1.[Cl:8][c:9]1[c:10]([C:20]#[N:21])[cH:11][n:12][c:13]2[cH:14][cH:15][c:16]([I:19])[cH:17][c:18]12.[KH:22].[OH:1][CH:2]1[CH2:3][CH2:4][O:5][CH2:6][CH2:7]1>>[O:1]([CH:2]1[CH2:3][CH2:4][O:5][CH2:6][CH2:7]1)[c:9]1[c:10]([C:20]#[N:21])[cH:11][n:12][c:13]2[cH:14][cH:15][c:16]([I:19])[cH:17][c:18]12. Reactants: COC=1C=C(CC2NCCC3=CC(=C(C=C23)OC)OC)C=CC1OC (1-(3,4-Dimethoxy-benzyl)-6,7-dimethoxy-1,2,3,4-tetrahydroisoquinoline), BrCC(=O)Br (2-bromoacetyl bromide), FC1=C(CN)C=CC=C1 (2-fluorobenzylamine). The product is COC=1C=C(CC2N(CCC3=CC(=C(C=C23)OC)OC)CC(=O)NCC2=C(C=CC=C2)F)C=CC1OC (2-[1-(3,4-Dimethoxy-benzyl)-6,7-dimethoxy-3,4-dihydro-1H-isoquinolin-2-yl]-N-(2-fluoro-benzyl)-acetamide). As a reaction SMILES: [CH3:1][O:2][C:3]1[CH:4]=[C:5]([CH:21]=[CH:22][C:23]=1[O:24][CH3:25])[CH2:6][CH:7]1[C:16]2[C:11](=[CH:12][C:13]([O:19][CH3:20])=[C:14]([O:17][CH3:18])[CH:15]=2)[CH2:10][CH2:9][NH:8]1.Br[CH2:27][C:28](Br)=[O:29].[F:31][C:32]1[CH:39]=[CH:38][CH:37]=[CH:36][C:33]=1[CH2:34][NH2:35]>>[CH3:1][O:2][C:3]1[CH:4]=[C:5]([CH:21]=[CH:22][C:23]=1[O:24][CH3:25])[CH2:6][CH:7]1[C:16]2[C:11](=[CH:12][C:13]([O:19][CH3:20])=[C:14]([O:17][CH3:18])[CH:15]=2)[CH2:10][CH2:9][N:8]1[CH2:27][C:28]([NH:35][CH2:34][C:33]1[CH:36]=[CH:37][CH:38]=[CH:39][C:32]=1[F:31])=[O:29]. Reported procedure: prepared by reaction of 1-(3,4-Dimethoxy-benzyl)-6,7-dimethoxy-1,2,3,4-tetrahydroisoquinoline and 2-bromoacetyl bromide with 2-fluorobenzylamine Starting materials: C(C)(C)(C)OC(=O)N1CCC(=CC1)C1=C(C=C(C(=C1)C1CCCC1)OC(=O)OC)NC(=O)C1CN(C2=C(O1)C=CC(=C2)C#N)C(=O)OCC (Ethyl 2-(2-(1-(tert-butoxycarbonyl)-1,2,3,6-tetrahydropyridin-4-yl)-4-cyclopentyl-5-(methoxycarbonyloxy)phenylcarbamoyl)-6-cyano-2H-benzo[b][1,4]oxazine-4(3H)-carboxylate), [OH-].[Na+] (NaOH), Cl (HCl). Run in CO.O (methanol water). Reaction conditions: temperature 60 celsius, time 10 minute. Yields the product C(#N)C1=CC2=C(OC(CN2)C(=O)NC2=C(C=C(C(=C2)O)C2CCCC2)C=2CCNCC2)C=C1 (6-cyano-N-(4-cyclopentyl-5-hydroxy-2-(1,2,3,6-tetrahydropyridin-4-yl)phenyl)-3,4-dihydro-2H-benzo[b][1,4]oxazine-2-carboxamide). Isolated yield 19.7%. RXN SMILES: C(OC([N:8]1[CH2:13][CH:12]=[C:11]([C:14]2[CH:19]=[C:18]([CH:20]3[CH2:24][CH2:23][CH2:22][CH2:21]3)[C:17]([O:25]C(OC)=O)=[CH:16][C:15]=2[NH:30][C:31]([CH:33]2[O:38][C:37]3[CH:39]=[CH:40][C:41]([C:43]#[N:44])=[CH:42][C:36]=3[N:35](C(OCC)=O)[CH2:34]2)=[O:32])[CH2:10][CH2:9]1)=O)(C)(C)C.[OH-].[Na+].Cl>CO.O>[C:43]([C:41]1[CH:40]=[CH:39][C:37]2[O:38][CH:33]([C:31]([NH:30][C:15]3[CH:16]=[C:17]([OH:25])[C:18]([CH:20]4[CH2:21][CH2:22][CH2:23][CH2:24]4)=[CH:19][C:14]=3[C:11]3[CH2:12][CH2:13][NH:8][CH2:9][CH:10]=3)=[O:32])[CH2:34][NH:35][C:36]=2[CH:42]=1)#[N:44] |f:1.2,4.5|. Reported procedure: Ethyl 2-(2-(1-(tert-butoxycarbonyl)-1,2,3,6-tetrahydropyridin-4-yl)-4-cyclopentyl-5-(methoxycarbonyloxy)phenylcarbamoyl)-6-cyano-2H-benzo[b][1,4]oxazine-4(3H)-carboxylate (50 mg, 0.08 mmol) and NaOH (162 mg, 4.05 mmol) were dissolved in 5:1 methanol/water (3.6 mL) and heated at 60° C. for 2 h. The mixture was added to 1N HCl (25 mL) and extracted with ethyl acetate (3×10 mL). The combined organic extracts were dried over MgSO4, filtered, and concentrated in vacuo. Removal of the Boc protecting g... Starting materials: CC(=O)Nc1cc(Oc2ccc3c(C(=O)Nc4ccc(CN5CCN(C(C)C)CC5)c(C(F)(F)F)c4)cccc3c2)ncn1, CC(=O)Nc1cc(Oc2ccc3c(C(=O)Nc4ccc(CN5CCNCC5)c(C(F)(F)F)c4)cccc3c2)ncn1. The product is CC(C)N1CCN(Cc2ccc(NC(=O)c3cccc4cc(Oc5cc(N)ncn5)ccc34)cc2C(F)(F)F)CC1. As a reaction SMILES: [CH:1]([CH3:2])([CH3:3])[N:4]1[CH2:5][CH2:6][N:7]([CH2:10][c:11]2[c:12]([C:41]([F:42])([F:43])[F:44])[cH:13][c:14]([NH:17][C:18](=[O:19])[c:20]3[cH:21][cH:22][cH:23][c:24]4[cH:25][c:26]([O:30][c:31]5[n:32][cH:33][n:34][c:35]([NH:37][C:38](=[O:39])[CH3:40])[cH:36]5)[cH:27][cH:28][c:29]34)[cH:15][cH:16]2)[CH2:8][CH2:9]1.[N:45]1([CH2:46][c:47]2[cH:48][cH:49][c:50]([NH:51][C:52]([c:53]3[c:54]4[c:55]([cH:56][c:57]([O:58][c:59]5[cH:60][c:61]([NH:62][C:63](=[O:64])[CH3:65])[n:66][cH:67][n:68]5)[cH:69][cH:70]4)[cH:71][cH:72][cH:73]3)=[O:74])[cH:75][c:76]2[C:77]([F:78])([F:79])[F:80])[CH2:81][CH2:82][NH:83][CH2:84][CH2:85]1>>[CH:1]([CH3:2])([CH3:3])[N:4]1[CH2:5][CH2:6][N:7]([CH2:10][c:11]2[c:12]([C:41]([F:42])([F:43])[F:44])[cH:13][c:14]([NH:17][C:18](=[O:19])[c:20]3[cH:21][cH:22][cH:23][c:24]4[cH:25][c:26]([O:30][c:31]5[n:32][cH:33][n:34][c:35]([NH2:37])[cH:36]5)[cH:27][cH:28][c:29]34)[cH:15][cH:16]2)[CH2:8][CH2:9]1. Reactants: CC(C)(C)[Si](C)(C)OCCC1(C(=O)NCC(F)(F)F)c2ccccc2-c2ccccc21, C1CCOC1. Yields the product O=C(NCC(F)(F)F)C1(CCO)c2ccccc2-c2ccccc21. RXN SMILES: [F:1][C:2]([CH2:3][NH:4][C:5](=[O:6])[C:7]1([CH2:20][CH2:21][O:22][Si:23]([C:24]([CH3:25])([CH3:26])[CH3:27])([CH3:28])[CH3:29])[c:8]2[cH:9][cH:10][cH:11][cH:12][c:13]2-[c:14]2[cH:15][cH:16][cH:17][cH:18][c:19]21)([F:30])[F:31].[O:32]1[CH2:33][CH2:34][CH2:35][CH2:36]1>>[F:1][C:2]([CH2:3][NH:4][C:5](=[O:6])[C:7]1([CH2:20][CH2:21][OH:22])[c:8]2[cH:9][cH:10][cH:11][cH:12][c:13]2-[c:14]2[cH:15][cH:16][cH:17][cH:18][c:19]21)([F:30])[F:31]. Starting materials: C1CCOC1, CO, [Cl-], N#Cc1c(Cl)nc(Cl)c(Cl)c1Cl, [NH4+], [Zn]. Product: N#Cc1cc(Cl)c(Cl)nc1Cl. RXN SMILES: [CH2:17]1[O:18][CH2:19][CH2:20][CH2:21]1.[CH3:15][OH:16].[Cl-:13].[Cl:1][c:2]1[c:3]([C:4]#[N:5])[c:6]([Cl:12])[c:7]([Cl:11])[c:8]([Cl:10])[n:9]1.[NH4+:14].[Zn:22]>>[Cl:1][c:2]1[c:3]([C:4]#[N:5])[cH:6][c:7]([Cl:11])[c:8]([Cl:10])[n:9]1. Reactants: CCOC(=O)c1sc2nc(Cc3ccsc3)[nH]c(=O)c2c1C, CCO, Cl, [Na+], [OH-]. The product is Cc1c(C(=O)O)sc2nc(Cc3ccsc3)[nH]c(=O)c12. As a reaction SMILES: [CH3:1][c:2]1[c:3]([C:18](=[O:19])[O:20][CH2:21][CH3:22])[s:4][c:5]2[n:6][c:7]([CH2:12][c:13]3[cH:14][s:15][cH:16][cH:17]3)[nH:8][c:9](=[O:11])[c:10]12.[CH3:26][CH2:27][OH:28].[ClH:25].[Na+:24].[OH-:23]>>[CH3:1][c:2]1[c:3]([C:18](=[O:19])[OH:20])[s:4][c:5]2[n:6][c:7]([CH2:12][c:13]3[cH:14][s:15][cH:16][cH:17]3)[nH:8][c:9](=[O:11])[c:10]12. Yields the product CC(C)(COCc1cccc(Oc2ccccc2)c1)c1ccc(O)c(Cl)c1. Reactants: CN1CCN(C)C1=O, CCOc1ccc(C(C)(C)COCc2cccc(Oc3ccccc3)c2)cc1Cl, Cl, [K+], [OH-], O. As a reaction SMILES: [CH3:32][N:33]1[CH2:34][CH2:35][N:36]([CH3:37])[C:38]1=[O:39].[Cl:1][c:2]1[cH:3][c:4]([C:11]([CH2:12][O:13][CH2:14][c:15]2[cH:16][c:17]([O:21][c:22]3[cH:23][cH:24][cH:25][cH:26][cH:27]3)[cH:18][cH:19][cH:20]2)([CH3:28])[CH3:29])[cH:5][cH:6][c:7]1[O:8][CH2:9][CH3:10].[ClH:40].[K+:31].[OH-:30].[OH2:41]>>[Cl:1][c:2]1[cH:3][c:4]([C:11]([CH2:12][O:13][CH2:14][c:15]2[cH:16][c:17]([O:21][c:22]3[cH:23][cH:24][cH:25][cH:26][cH:27]3)[cH:18][cH:19][cH:20]2)([CH3:28])[CH3:29])[cH:5][cH:6][c:7]1[OH:8].